From a dataset of the Open Reaction Database (ORD), a public repository of structured organic reaction records. describe an organic reaction: reactants, conditions, products, and yield Reactants: CC1=C(N=C(O1)C1=CC=CC=C1)COC1=CC=C(CON)C=C1 (4-(5-methyl-2-phenyl-4-oxazolylmethoxy)benzyloxyamine), O=C(CCCCC(=O)N)C1=CC=CC=C1 (6-oxo-6-phenylhexanamide), C(C)(=O)O (acetic acid), C(C)(=O)[O-].[Na+] (sodium acetate). Solvent: C(C)O (ethanol), O (Water). The product is CC1=C(N=C(O1)C1=CC=CC=C1)COC1=CC=C(CO\N=C(/CCCCC(=O)N)\C2=CC=CC=C2)C=C1 (E-6-[4-(5-methyl-2-phenyl-4-oxazolylmethoxy)benzyloxyimino]-6-phenylhexanamide). Yield: 67.8%. RXN SMILES: [CH3:1][C:2]1[O:6][C:5]([C:7]2[CH:12]=[CH:11][CH:10]=[CH:9][CH:8]=2)=[N:4][C:3]=1[CH2:13][O:14][C:15]1[CH:23]=[CH:22][C:18]([CH2:19][O:20][NH2:21])=[CH:17][CH:16]=1.O=[C:25]([C:33]1[CH:38]=[CH:37][CH:36]=[CH:35][CH:34]=1)[CH2:26][CH2:27][CH2:28][CH2:29][C:30]([NH2:32])=[O:31].C(O)(=O)C.C([O-])(=O)C.[Na+]>O.C(O)C>[CH3:1][C:2]1[O:6][C:5]([C:7]2[CH:8]=[CH:9][CH:10]=[CH:11][CH:12]=2)=[N:4][C:3]=1[CH2:13][O:14][C:15]1[CH:16]=[CH:17][C:18]([CH2:19][O:20]/[N:21]=[C:25](/[C:33]2[CH:34]=[CH:35][CH:36]=[CH:37][CH:38]=2)\[CH2:26][CH2:27][CH2:28][CH2:29][C:30]([NH2:32])=[O:31])=[CH:22][CH:23]=1 |f:3.4|. Reported procedure: After a mixture of 4-(5-methyl-2-phenyl-4-oxazolylmethoxy)benzyloxyamine (600 mg), 6-oxo-6-phenylhexanamide (396 mg), acetic acid (0.331 ml), sodium acetate (317 mg) and ethanol (20 ml) was heated to reflux for 18 hours, the mixture was cooled to room temperature. Water was added to the reaction mixture and extracted with ethyl acetate. The ethyl acetate layer was washed with an aqueous saturated solution of sodium chloride, dried (MgSO4) and concentrated. The residue was subjected to silica gel... The reactants are NC=1C(=C2C(N(C(C2=CC1[N+](=O)[O-])=O)C1CCN(CC1)C)=O)C (5-Amino-4-methyl-2-(1-methyl-piperidin-4-yl)-6-nitro-isoindole-1,3-dione). Reagents/catalysts: [Pd] (Pd/C). The solvent is CO (MeOH). Run at time 1 hour. The product is NC=1C(=C2C(N(C(C2=CC1N)=O)C1CCN(CC1)C)=O)C (5,6-diamino-4-methyl-2-(1-methyl-piperidin-4-yl)-isoindole-1,3-dione). The yield is 97.4%. As a reaction SMILES: [NH2:1][C:2]1[C:3]([CH3:23])=[C:4]2[C:8](=[CH:9][C:10]=1[N+:11]([O-])=O)[C:7](=[O:14])[N:6]([CH:15]1[CH2:20][CH2:19][N:18]([CH3:21])[CH2:17][CH2:16]1)[C:5]2=[O:22]>[Pd].CO>[NH2:1][C:2]1[C:3]([CH3:23])=[C:4]2[C:8](=[CH:9][C:10]=1[NH2:11])[C:7](=[O:14])[N:6]([CH:15]1[CH2:16][CH2:17][N:18]([CH3:21])[CH2:19][CH2:20]1)[C:5]2=[O:22]. Procedure: To a suspension of 5-Amino-4-methyl-2-(1-methyl-piperidin-4-yl)-6-nitro-isoindole-1,3-dione (1.7 g, 5.34 mmol) and 10% Pd/C (250 mg) was added MeOH (100 mL) carefully and evacuated in vacuo. The flask was filled with hydrogen under balloon pressure and stirred for 1 h. The reaction mixture was filtered and evaporated in vacuo to afford the crude 5,6-diamino-4-methyl-2-(1-methyl-piperidin-4-yl)-isoindole-1,3-dione (1.5 g, quant.), which was used as such for further reaction. Procedure details: A mixture of 5.0 g. of ethyl 3-phenyl-7-benzofuranacetate, 2.6 g. of hydroxylamine hydrochloride and 6.3 g. of sodium methoxide in 55 ml. of methanol is heated overnight at reflux. Water and dilute hydrochloric acid are added. The precipitate which forms is collected and recrystallized from ethanol to give 3-phenyl-7-benzofuranacethydroxamic acid, m.p. 163° (dec). The solvent is O (Water), CO (methanol). RXN SMILES: [C:1]1([C:7]2[CH:15]=[C:11]3[CH:12]=[CH:13][CH:14]=[C:10]3[O:9][C:8]=2[CH2:16][C:17]([O:19]CC)=O)[CH:6]=[CH:5][CH:4]=[CH:3][CH:2]=1.Cl.[NH2:23][OH:24].C[O-].[Na+].Cl>O.CO>[C:1]1([C:7]2[CH:15]=[C:11]3[CH:12]=[CH:13][CH:14]=[C:10]3[O:9][C:8]=2[CH2:16][C:17]([NH:23][OH:24])=[O:19])[CH:6]=[CH:5][CH:4]=[CH:3][CH:2]=1 |f:1.2,3.4|. Reactants: C1(=CC=CC=C1)C1=C(OC=2C(C=CC2)=C1)CC(=O)OCC (ethyl 3-phenyl-7-benzofuranacetate), Cl (hydrochloric acid), Cl.NO (hydroxylamine hydrochloride), C[O-].[Na+] (sodium methoxide). Product: C1(=CC=CC=C1)C1=C(OC=2C(C=CC2)=C1)CC(=O)NO (3-phenyl-7-benzofuranacethydroxamic acid). The reactants are ClC1=CC=C2CCNC(C2=C1)=O (7-chloro-3,4-dihydro-2H-isoquinolin-1-one), IC=1C=NC=CC1C (3-iodo-4-methyl-pyridine), trans-N,N′-dimethyl-cyclohexyl-1,2-diamine, P(=O)([O-])([O-])[O-].[K+].[K+].[K+] (potassium phosphate). The reagents and catalysts are [Cu](I)I (copper iodide). Run in O1CCOCC1 (1,4-dioxane). Product: ClC1=CC=C2CCN(C(C2=C1)=O)C=1C=NC=CC1C (7-Chloro-2-(4-methyl-pyridin-3-yl)-3,4-dihydro-2H-isoquinolin-1-one). The yield is 31.1%. Reaction SMILES: [Cl:1][C:2]1[CH:11]=[C:10]2[C:5]([CH2:6][CH2:7][NH:8][C:9]2=[O:12])=[CH:4][CH:3]=1.I[C:14]1[CH:15]=[N:16][CH:17]=[CH:18][C:19]=1[CH3:20].P([O-])([O-])([O-])=O.[K+].[K+].[K+]>[Cu](I)I.O1CCOCC1>[Cl:1][C:2]1[CH:11]=[C:10]2[C:5]([CH2:6][CH2:7][N:8]([C:14]3[CH:15]=[N:16][CH:17]=[CH:18][C:19]=3[CH3:20])[C:9]2=[O:12])=[CH:4][CH:3]=1 |f:2.3.4.5|. Procedure details: Using analogous reaction conditions as described in Example 1, 7-chloro-3,4-dihydro-2H-isoquinolin-1-one (I-1d: 150 mg, 0.824 mmol) was reacted with 3-iodo-4-methyl-pyridine (216 mg, 0.989 mmol), 1,4-dioxane (10 mL), copper iodide (15.69 mg, 0.0824 mmol), trans-N,N′-dimethyl-cyclohexyl-1,2-diamine (35.10 mg, 0.2472 mmol) and potassium phosphate (524 mg, 2.472 mmol) to afford the crude product. Purification by column chromatography on silica gel (1% methanol in CHCl3) afforded 70 mg of the produc...